From a dataset of the Open Reaction Database (ORD), a public repository of structured organic reaction records. describe an organic reaction: reactants, conditions, products, and yield Starting materials: SC1=CC=C(C=C1)S (4-mercaptothiophenol), C(#N)CNC(=O)[C@H]1[C@@H](CCCC1)CBr (trans-2-Bromomethyl-cyclohexanecarboxylic acid cyanomethylamide), C([O-])([O-])=O.[Cs+].[Cs+] (cesium carbonate). The solvent is CC(=O)C (acetone), CC(=O)C (Acetone). Run at temperature 50 celsius, time 8 hour. Product: crude product, C(#N)CNC(=O)[C@H]1[C@@H](CCCC1)CSC1=CC=C(C=C1)SC1=CC=C(C=C1)S (trans-N-cyanomethyl-2-[4-(4-sulfanylphenylsulfanyl)-phenylsulfanylmethyl)-cyclohexanecarboxamide). Reaction SMILES: [C:1]([CH2:3][NH:4][C:5]([C@@H:7]1[CH2:12][CH2:11][CH2:10][CH2:9][C@H:8]1[CH2:13]Br)=[O:6])#[N:2].C(=O)([O-])[O-].[Cs+].[Cs+].[SH:21][C:22]1[CH:27]=[CH:26][C:25]([SH:28])=[CH:24][CH:23]=1>CC(C)=O>[C:1]([CH2:3][NH:4][C:5]([C@@H:7]1[CH2:12][CH2:11][CH2:10][CH2:9][C@H:8]1[CH2:13][S:21][C:22]1[CH:27]=[CH:26][C:25]([S:28][C:25]2[CH:26]=[CH:27][C:22]([SH:21])=[CH:23][CH:24]=2)=[CH:24][CH:23]=1)=[O:6])#[N:2] |f:1.2.3|. Reported procedure: trans-2-Bromomethyl-cyclohexanecarboxylic acid cyanomethylamide (259 mg) and cesium carbonate (340 mg) were weighed into a 15 mL vial fitted with a stir bar and a vent cap. Acetone (3 mL) and 4-mercaptothiophenol (256 mg) were added. The reaction mixture was stirred at 50° C. overnight and then diluted with hot acetone (7 mL) and filtered through Celite™. The Celite™ was washed with hot acetone (25 mL). The filtrate and wash were combined and the solvent was removed on a rotary evaporator. Chrom... Reactants: C(C)OC(CC=1SC(=NN1)C(F)(F)F)=O (5-(trifluoromethyl)-1,3,4-thiadiazol-2-ylacetic acid ethyl ester), C(C)OC(N(C)C)OCC (dimethylformamide diethyl acetal). Product: COC(C(=CN(C)C)C=1SC(=NN1)C(F)(F)F)=O (3-(Dimethylamino)-2-[5-(trifluoromethyl)-1,3,4-thiadiazol-2-yl]acrylic acid methyl ester). As a reaction SMILES: [CH2:1]([O:3][C:4](=[O:15])[CH2:5][C:6]1[S:7][C:8]([C:11]([F:14])([F:13])[F:12])=[N:9][N:10]=1)C.C(O[CH:19](OCC)[N:20]([CH3:22])[CH3:21])C>>[CH3:1][O:3][C:4](=[O:15])[C:5]([C:6]1[S:7][C:8]([C:11]([F:14])([F:13])[F:12])=[N:9][N:10]=1)=[CH:19][N:20]([CH3:22])[CH3:21]. Procedure: 3.05 g (13.5 mmol) 5-(trifluoromethyl)-1,3,4-thiadiazol-2-ylacetic acid ethyl ester [for preparation see DE 42 40 168-A1] are heated in 6.9 ml (40.5 mmol) dimethylformamide diethyl acetal overnight at 100° C. After cooling, the mixture is concentrated and the residue is purified by means of preparative HPLC (RP18 column; mobile phase: acetonitrile/water gradient).